This data is from the Open Reaction Database (ORD), a public repository of structured organic reaction records. The task is: describe an organic reaction: reactants, conditions, products, and yield Reactants: N#CCBr, CC(C)(C)OC(=O)N1CCC(n2c(=O)[nH]c3ccccc32)CC1, C1CCOC1, C[Si](C)(C)[N-][Si](C)(C)C, [K+]. The product is CC(C)(C)OC(=O)N1CCC(n2c(=O)n(CC#N)c3ccccc32)CC1. RXN SMILES: [Br:34][CH2:35][C:36]#[N:37].[C:1]([CH3:2])([CH3:3])([CH3:4])[O:5][C:6](=[O:7])[N:8]1[CH2:9][CH2:10][CH:11]([n:14]2[c:15](=[O:23])[nH:16][c:17]3[c:18]2[cH:19][cH:20][cH:21][cH:22]3)[CH2:12][CH2:13]1.[CH2:38]1[O:39][CH2:40][CH2:41][CH2:42]1.[CH3:25][Si:26]([N-:27][Si:28]([CH3:29])([CH3:30])[CH3:31])([CH3:32])[CH3:33].[K+:24]>>[C:1]([CH3:2])([CH3:3])([CH3:4])[O:5][C:6](=[O:7])[N:8]1[CH2:9][CH2:10][CH:11]([n:14]2[c:15](=[O:23])[n:16]([CH2:35][C:36]#[N:37])[c:17]3[c:18]2[cH:19][cH:20][cH:21][cH:22]3)[CH2:12][CH2:13]1. Reactants: C1=2C(=O)OC(NC1=CC=CC2)=O (isatoic anhydride), C(CCC)NCCCC (dibutylamine). The reagents and catalysts are CN(C1=CC=NC=C1)C (4-dimethylaminopyridine). Solvent: C(Cl)Cl (methylene chloride), C(C)(=O)OCC (ethyl acetate), C(C)(=O)OCC (ethyl acetate). Conditions: time 5 hour. Yields the product NC1=C(C(=O)N(CCCC)CCCC)C=CC=C1 (2-amino-N,N-dibutyl benzamide). As a reaction SMILES: [C:1]12[C:7](=[CH:8][CH:9]=[CH:10][CH:11]=1)[NH:6]C(=O)[O:4][C:2]2=O.[CH2:13]([NH:17][CH2:18][CH2:19][CH2:20][CH3:21])[CH2:14][CH2:15][CH3:16]>C(Cl)Cl.CN(C)C1C=CN=CC=1.C(OCC)(=O)C>[NH2:6][C:7]1[CH:8]=[CH:9][CH:10]=[CH:11][C:1]=1[C:2]([N:17]([CH2:18][CH2:19][CH2:20][CH3:21])[CH2:13][CH2:14][CH2:15][CH3:16])=[O:4]. Reported procedure: 2.0 g isatoic anhydride is dissolved in 50 ml methylene chloride/5 ml dimethylformamide and 1.87 g 4-dimethylaminopyridine and 1.98 g dibutylamine are added. The mixture is stirred at room temperature for 5 hours, then diluted with 250 ml of ethyl acetate. The organic solution is washed with 10% HCl and brine and dried over sodium sulfate followed by filtration and evaporation to obtain a residue. The residue is dissolved in 25 ml ethyl acetate, the solution filtered, concentrated and this resid...